From a dataset of the Open Reaction Database (ORD), a public repository of structured organic reaction records. describe an organic reaction: reactants, conditions, products, and yield The reactants are liquid, CP(C)CCP(C)C (DMPE), [Cl-].[Na+] (sodium chloride), C(C)O (ethanol), (DMPE)2, Cl (hydrochloric acid), 99mTc pertechnetate, [Cl-].[Na+] (sodium chloride), C(C)O (ethanol), teflon. The product is C(C)O.CP(C)CCP(C)C (Ethanol DMPE). Yield: 80.0%. Reaction SMILES: [Cl-].[Na+].[CH3:3][P:4]([CH2:6][CH2:7][P:8]([CH3:10])[CH3:9])[CH3:5].Cl.[CH2:12]([OH:14])[CH3:13]>>[CH2:12]([OH:14])[CH3:13].[CH3:3][P:4]([CH2:6][CH2:7][P:8]([CH3:10])[CH3:9])[CH3:5] |f:0.1,5.6|. Reported procedure: Prepare a saturated solution of sodium chloride in ethanol by dissolving 117 mg of sodium chloride in 20 ml of degassed ethanol. Add 11.1 μl of liquid DMPE to this solution and adjust its pH to approximately 2.25 by adding concentrated hydrochloric acid. Dispense 5 ml into a 10 cc vial and crimp seal it using a teflon-coated stopper. Inject approximately 5 mCi of 99mTc-pertechnetate eluate into the vial and place it in a boiling water bath for 1 hour. HPLC analysis shows a yield of greater than ... Reactants: BrC=1C(=NC(=CC1)O)C (3-bromo-6-hydroxy-2-methylpyridine), O1CCC(CC1)O (tetrahydro-4H-pyran-4-ol). The product is BrC=1C(=NC(=CC1)OC1CCOCC1)C (3-Bromo-2-methyl-6-(tetrahydro-pyran-4-yloxy)-pyridine). Reaction SMILES: [Br:1][C:2]1[C:3]([CH3:9])=[N:4][C:5]([OH:8])=[CH:6][CH:7]=1.[O:10]1[CH2:15][CH2:14][CH:13](O)[CH2:12][CH2:11]1>>[Br:1][C:2]1[C:3]([CH3:9])=[N:4][C:5]([O:8][CH:13]2[CH2:14][CH2:15][O:10][CH2:11][CH2:12]2)=[CH:6][CH:7]=1. Procedure details: The title compound was prepared from 3-bromo-6-hydroxy-2-methylpyridine and tetrahydro-4H-pyran-4-ol in analogy to Example 9c): colorless solid. Reactants: Brc1cnc2nccnc2c1, CCCCC([Sn])=C(CCCC)CCCC, Cc1ccccc1, [Cl-], [Li+], [Pd], c1ccc(P(c2ccccc2)c2ccccc2)cc1, c1ccc(P(c2ccccc2)c2ccccc2)cc1, c1ccc(P(c2ccccc2)c2ccccc2)cc1, c1ccc(P(c2ccccc2)c2ccccc2)cc1. The product is C=Cc1cnc2nccnc2c1. RXN SMILES: [Br:1][c:2]1[cH:3][c:4]2[c:5]([n:6][cH:7][cH:8][n:9]2)[n:10][cH:11]1.[CH2:12]([CH2:13][CH2:25][CH3:26])[C:14]([Sn:15])=[C:16]([CH2:17][CH2:18][CH2:19][CH3:20])[CH2:21][CH2:22][CH2:23][CH3:24].[CH3:29][c:30]1[cH:31][cH:32][cH:33][cH:34][cH:35]1.[Cl-:27].[Li+:28].[Pd:36].[c:37]1([P:38]([c:39]2[cH:40][cH:41][cH:42][cH:43][cH:44]2)[c:45]2[cH:46][cH:47][cH:48][cH:49][cH:50]2)[cH:51][cH:52][cH:53][cH:54][cH:55]1.[c:56]1([P:57]([c:58]2[cH:59][cH:60][cH:61][cH:62][cH:63]2)[c:64]2[cH:65][cH:66][cH:67][cH:68][cH:69]2)[cH:70][cH:71][cH:72][cH:73][cH:74]1.[c:75]1([P:76]([c:77]2[cH:78][cH:79][cH:80][cH:81][cH:82]2)[c:83]2[cH:84][cH:85][cH:86][cH:87][cH:88]2)[cH:89][cH:90][cH:91][cH:92][cH:93]1.[c:94]1([P:95]([c:96]2[cH:97][cH:98][cH:99][cH:100][cH:101]2)[c:102]2[cH:103][cH:104][cH:105][cH:106][cH:107]2)[cH:108][cH:109][cH:110][cH:111][cH:112]1>>[c:2]1([CH:12]=[CH2:13])[cH:3][c:4]2[c:5]([n:6][cH:7][cH:8][n:9]2)[n:10][cH:11]1. The reactants are C=O (formalin), Cl.NC1=C(C=CC(=C1)C(F)(F)F)S (2-amino-4-trifluoromethylbenzenethiol hydrochloride). Run in O (water), C(C)OCC (diethylether), C(C)N(CC)CC (triethylamine). Conditions: time 30 minute. Yields the product FC(C=1C=CC2=C(NCS2)C1)(F)F (5-trifluoromethyl-2,3-dihydro-1,3-benzothiazole). Reaction SMILES: [CH2:1]=O.Cl.[NH2:4][C:5]1[CH:10]=[C:9]([C:11]([F:14])([F:13])[F:12])[CH:8]=[CH:7][C:6]=1[SH:15]>O.C(OCC)C.C(N(CC)CC)C>[F:14][C:11]([F:12])([F:13])[C:9]1[CH:8]=[CH:7][C:6]2[S:15][CH2:1][NH:4][C:5]=2[CH:10]=1 |f:1.2|. Reported procedure: 37% formalin (0.22 mL) was diluted with water (6 mL), and diethylether (6 mL), triethylamine (0.37 mL) and 2-amino-4-trifluoromethylbenzenethiol hydrochloride (611 mg) were added to the solution, and then the mixture was stirred at room temperature for 30 minutes. The organic layer was separated and the aqueous layer was extracted with diethylether. The organic layers were combined, washed with saturated brine, and then dried over anhydrous sodium sulfate. The solvent was distilled off under red... The reactants are ClCCCCCSc1ccccc1, CCC(=O)Nc1cccc(C2CCNCC2)c1. Yields the product CCC(=O)Nc1cccc(C2CCN(CCCCCSc3ccccc3)CC2)c1. Reaction SMILES: [Cl:1][CH2:2][CH2:3][CH2:4][CH2:5][CH2:6][S:7][c:8]1[cH:9][cH:10][cH:11][cH:12][cH:13]1.[NH:14]1[CH2:15][CH2:16][CH:17]([c:20]2[cH:21][c:22]([NH:26][C:27]([CH2:28][CH3:29])=[O:30])[cH:23][cH:24][cH:25]2)[CH2:18][CH2:19]1>>[CH2:2]([CH2:3][CH2:4][CH2:5][CH2:6][S:7][c:8]1[cH:9][cH:10][cH:11][cH:12][cH:13]1)[N:14]1[CH2:15][CH2:16][CH:17]([c:20]2[cH:21][c:22]([NH:26][C:27]([CH2:28][CH3:29])=[O:30])[cH:23][cH:24][cH:25]2)[CH2:18][CH2:19]1.